This data is from the Open Reaction Database (ORD), a public repository of structured organic reaction records. The task is: describe an organic reaction: reactants, conditions, products, and yield Starting materials: CC(=O)OC1c2ccccc2Oc2ccccc21, NCc1ccncc1, c1ccccc1. The product is c1ccc2c(c1)Oc1ccccc1C2NCc1ccncc1. As a reaction SMILES: [C:1]([O:2][CH:5]1[c:6]2[cH:7][cH:8][cH:9][cH:10][c:11]2[O:12][c:13]2[cH:14][cH:15][cH:16][cH:17][c:18]21)(=[O:3])[CH3:4].[NH2:19][CH2:20][c:21]1[cH:22][cH:23][n:24][cH:25][cH:26]1.[cH:27]1[cH:28][cH:29][cH:30][cH:31][cH:32]1>>[CH:5]1([NH:19][CH2:20][c:21]2[cH:22][cH:23][n:24][cH:25][cH:26]2)[c:6]2[cH:7][cH:8][cH:9][cH:10][c:11]2[O:12][c:13]2[cH:14][cH:15][cH:16][cH:17][c:18]21. Starting materials: CCN(C(C)C)C(C)C, O=CCCc1cc(-c2cccs2)n(-c2ccccc2)n1, c1ccc(N2CCNCC2)cc1. Product: c1ccc(N2CCN(CCCc3cc(-c4cccs4)n(-c4ccccc4)n3)CC2)cc1. RXN SMILES: [CH:33]([N:34]([CH2:35][CH3:36])[CH:37]([CH3:38])[CH3:39])([CH3:40])[CH3:41].[c:1]1(-[n:7]2[n:8][c:9]([CH2:17][CH2:18][CH:19]=[O:20])[cH:10][c:11]2-[c:12]2[s:13][cH:14][cH:15][cH:16]2)[cH:2][cH:3][cH:4][cH:5][cH:6]1.[c:21]1([N:27]2[CH2:28][CH2:29][NH:30][CH2:31][CH2:32]2)[cH:22][cH:23][cH:24][cH:25][cH:26]1>>[c:1]1(-[n:7]2[n:8][c:9]([CH2:17][CH2:18][CH2:19][N:30]3[CH2:29][CH2:28][N:27]([c:21]4[cH:22][cH:23][cH:24][cH:25][cH:26]4)[CH2:32][CH2:31]3)[cH:10][c:11]2-[c:12]2[s:13][cH:14][cH:15][cH:16]2)[cH:2][cH:3][cH:4][cH:5][cH:6]1. Reactants: N#Cc1ccc(OCC(O)CN2C3CCC2CN(Cc2ccccc2)C3)cc1, CC#N, Cl. Yields the product N#Cc1ccc(OCC(O)CN2C3CCC2CNC3)cc1. RXN SMILES: [CH2:1]([c:2]1[cH:3][cH:4][cH:5][cH:6][cH:7]1)[N:8]1[CH2:9][CH:10]2[CH2:11][CH2:12][CH:13]([CH2:14]1)[N:15]2[CH2:16][CH:17]([CH2:18][O:19][c:20]1[cH:21][cH:22][c:23]([C:24]#[N:25])[cH:26][cH:27]1)[OH:28].[CH3:30][C:31]#[N:32].[ClH:29]>>[NH:8]1[CH2:9][CH:10]2[CH2:11][CH2:12][CH:13]([CH2:14]1)[N:15]2[CH2:16][CH:17]([CH2:18][O:19][c:20]1[cH:21][cH:22][c:23]([C:24]#[N:25])[cH:26][cH:27]1)[OH:28]. The reactants are C1(=CC=CC=C1)N1N=C(C(C1=O)C(CC(C)=O)=O)C (1-[1-phenyl-3-methyl-5-oxo-4,5-dihydro-1H-pyrazol-4-yl]-butane-1,3-dione), Cl.C(C1=CC=CC=C1)NN (benzylhydrazine hydrochloride). Yields the product C(C1=CC=CC=C1)N1N=C(C=C1C1=C(N(N=C1C)C1=CC=CC=C1)O)C (2-Benzyl-5,5′-dimethyl-2′-phenyl-2H,2′H-[3,4′]bipyrazolyl-3′-ol). As a reaction SMILES: [C:1]1([N:7]2[C:11](=[O:12])[CH:10]([C:13](=O)[CH2:14][C:15](=O)[CH3:16])[C:9]([CH3:19])=[N:8]2)[CH:6]=[CH:5][CH:4]=[CH:3][CH:2]=1.Cl.[CH2:21]([NH:28][NH2:29])[C:22]1[CH:27]=[CH:26][CH:25]=[CH:24][CH:23]=1>>[CH2:21]([N:28]1[C:13]([C:10]2[C:9]([CH3:19])=[N:8][N:7]([C:1]3[CH:6]=[CH:5][CH:4]=[CH:3][CH:2]=3)[C:11]=2[OH:12])=[CH:14][C:15]([CH3:16])=[N:29]1)[C:22]1[CH:27]=[CH:26][CH:25]=[CH:24][CH:23]=1 |f:1.2|. Procedure: Prepare the compound from 1-[1-phenyl-3-methyl-5-oxo-4,5-dihydro-1H-pyrazol-4-yl]-butane-1,3-dione and benzylhydrazine hydrochloride according to the procedure of Example 28. The reactants are ClC1=NC=CC(=N1)N1C([C@](CC1)(C#N)CC)=O ((3R)-1-(2-chloropyrimidin-4-yl)-3-ethyl-2-oxopyrrolidine-3-carbonitrile), CC=1SC(=CN1)N (2-methyl-1,3-thiazol-5-amine), C([O-])([O-])=O.[K+].[K+] (potassium carbonate), C1(CCCCC1)P(C1=C(C=CC=C1)C1=C(C=C(C=C1C(C)C)C(C)C)C(C)C)C1CCCCC1 (dicyclohexyl(2′,4′,6′-triisopropyl-[1,1′-biphenyl]-2-yl)phosphine). The reagents and catalysts are C=1C=CC(=CC1)/C=C/C(=O)/C=C/C2=CC=CC=C2.C=1C=CC(=CC1)/C=C/C(=O)/C=C/C2=CC=CC=C2.C=1C=CC(=CC1)/C=C/C(=O)/C=C/C2=CC=CC=C2.[Pd].[Pd] (tris(dibenzylideneacetone)dipalladium(0)). Run in C(C)(C)(C)O (tert-butanol). Run at time 5 hour. Yields the product Cl.C(C)[C@]1(C(N(CC1)C1=NC(=NC=C1)NC1=CN=C(S1)C)=O)C#N ((3R)-3-ethyl-1-(2-((2-methyl-1,3-thiazol-5-yl)amino)pyrimidin-4-yl)-2-oxopyrrolidine-3-carbonitrile hydrochloride). The yield is 10.3%. RXN SMILES: [Cl:1][C:2]1[N:7]=[C:6]([N:8]2[CH2:12][CH2:11][C@:10]([CH2:15][CH3:16])([C:13]#[N:14])[C:9]2=[O:17])[CH:5]=[CH:4][N:3]=1.[CH3:18][C:19]1[S:20][C:21]([NH2:24])=[CH:22][N:23]=1.C(=O)([O-])[O-].[K+].[K+].C1(P(C2CCCCC2)C2C=CC=CC=2C2C(C(C)C)=CC(C(C)C)=CC=2C(C)C)CCCCC1>C(O)(C)(C)C.C1C=CC(/C=C/C(/C=C/C2C=CC=CC=2)=O)=CC=1.C1C=CC(/C=C/C(/C=C/C2C=CC=CC=2)=O)=CC=1.C1C=CC(/C=C/C(/C=C/C2C=CC=CC=2)=O)=CC=1.[Pd].[Pd]>[ClH:1].[CH2:15]([C@:10]1([C:13]#[N:14])[CH2:11][CH2:12][N:8]([C:6]2[CH:5]=[CH:4][N:3]=[C:2]([NH:24][C:21]3[S:20][C:19]([CH3:18])=[N:23][CH:22]=3)[N:7]=2)[C:9]1=[O:17])[CH3:16] |f:2.3.4,7.8.9.10.11,12.13|. Procedure: To a mixture of (3R)-1-(2-chloropyrimidin-4-yl)-3-ethyl-2-oxopyrrolidine-3-carbonitrile (100 mg) obtained in Step A of Example 8, 2-methyl-1,3-thiazol-5-amine (56 mg), potassium carbonate (110 mg) and dicyclohexyl(2′,4′,6′-triisopropyl-[1,1′-biphenyl]-2-yl)phosphine (58 mg) in tert-butanol (1.0 mL) was added tris(dibenzylideneacetone)dipalladium(0) (22 mg), and the mixture was stirred for 5 hr with heated under reflux. The insoluble substance was removed by filtration through Celite, and the sol... Starting materials: O=C(n1ccnc1)n1ccnc1, CC(C)=CCN, CO, ClCCl, Cl, O=C(O)c1ccc([N+](=O)[O-])o1, [Na+], O=C([O-])O, CN(C)C=O. Yields the product CC(C)=CCNC(=O)c1ccc([N+](=O)[O-])o1. Reaction SMILES: [C:12]([n:13]1[cH:14][cH:15][n:16][cH:17]1)([n:18]1[cH:19][cH:20][n:21][cH:22]1)=[O:23].[CH3:25][C:26](=[CH:27][CH2:28][NH2:29])[CH3:30].[CH3:44][OH:45].[Cl:41][CH2:42][Cl:43].[ClH:24].[N+:1](=[O:2])([O-:3])[c:4]1[cH:5][cH:6][c:7]([C:9](=[O:10])[OH:11])[o:8]1.[Na+:35].[O-:31][C:32]([OH:33])=[O:34].[O:36]=[CH:37][N:38]([CH3:39])[CH3:40]>>[N+:1](=[O:2])([O-:3])[c:4]1[cH:5][cH:6][c:7]([C:9](=[O:11])[NH:29][CH2:28][CH:27]=[C:26]([CH3:25])[CH3:30])[o:8]1.